This data is from the Open Reaction Database (ORD), a public repository of structured organic reaction records. The task is: describe an organic reaction: reactants, conditions, products, and yield Starting materials: CC(C)(C)OC(=O)N1CCC(c2ccc(C#N)cc2)C(O)C1, C[Si](C)(C)CCOCOc1cc(CCl)cc2ccccc12. Product: CC(C)(C)OC(=O)N1CCC(c2ccc(C#N)cc2)C(OCc2cc(OCOCC[Si](C)(C)C)c3ccccc3c2)C1. RXN SMILES: [C:1](#[N:2])[c:3]1[cH:4][cH:5][c:6]([CH:9]2[CH:10]([OH:22])[CH2:11][N:12]([C:15](=[O:16])[O:17][C:18]([CH3:19])([CH3:20])[CH3:21])[CH2:13][CH2:14]2)[cH:7][cH:8]1.[Cl:23][CH2:24][c:25]1[cH:26][c:27]2[cH:28][cH:29][cH:30][cH:31][c:32]2[c:33]([O:35][CH2:36][O:37][CH2:38][CH2:39][Si:40]([CH3:41])([CH3:42])[CH3:43])[cH:34]1>>[C:1](#[N:2])[c:3]1[cH:4][cH:5][c:6]([CH:9]2[CH:10]([O:22][CH2:24][c:25]3[cH:26][c:27]4[cH:28][cH:29][cH:30][cH:31][c:32]4[c:33]([O:35][CH2:36][O:37][CH2:38][CH2:39][Si:40]([CH3:41])([CH3:42])[CH3:43])[cH:34]3)[CH2:11][N:12]([C:15](=[O:16])[O:17][C:18]([CH3:19])([CH3:20])[CH3:21])[CH2:13][CH2:14]2)[cH:7][cH:8]1. Starting materials: BrC1=CC(=C(C=C1)C(=O)N1CCN(CC1)C1=NC(=C(C=C1C)C)C)C ((4-bromo-2-methylphenyl)[4-(3,5,6-trimethylpyridin-2-yl)piperazin-1-yl]methanone), O1C(NCC1)=O (oxazolidin-2-one). The product is CC=1C=C(C=CC1C(=O)N1CCN(CC1)C1=NC(=C(C=C1C)C)C)N1C(OCC1)=O (3-{3-methyl-4-[4-(3,5,6-trimethylpyridin-2-yl)piperazine-1-carbonyl]phenyl}oxazolidin-2-one). Yield: 74.4%. RXN SMILES: Br[C:2]1[CH:7]=[CH:6][C:5]([C:8]([N:10]2[CH2:15][CH2:14][N:13]([C:16]3[C:21]([CH3:22])=[CH:20][C:19]([CH3:23])=[C:18]([CH3:24])[N:17]=3)[CH2:12][CH2:11]2)=[O:9])=[C:4]([CH3:25])[CH:3]=1.[O:26]1[CH2:30][CH2:29][NH:28][C:27]1=[O:31]>>[CH3:25][C:4]1[CH:3]=[C:2]([N:28]2[CH2:29][CH2:30][O:26][C:27]2=[O:31])[CH:7]=[CH:6][C:5]=1[C:8]([N:10]1[CH2:15][CH2:14][N:13]([C:16]2[C:21]([CH3:22])=[CH:20][C:19]([CH3:23])=[C:18]([CH3:24])[N:17]=2)[CH2:12][CH2:11]1)=[O:9]. Reported procedure: By reaction and treatment in the same manner as in Example 1 and using (4-bromo-2-methylphenyl)[4-(3,5,6-trimethylpyridin-2-yl)piperazin-1-yl]methanone (172 mg) described in Preparation Example 132 and oxazolidin-2-one (56 mg), the title compound (130 mg) was obtained. Reactants: BrC=1C=C(C(=O)NC=2SC3=C(N2)C(=CC=C3N3CCOCC3)OC)C=CN1 (2-bromo-N-(4-methoxy-7-morpholin-4-yl-benzothiazol-2-yl)-isonicotinamide), C([O-])([O-])=O.[Cs+].[Cs+] (cesium carbonate), CNCCN1CCCCC1 (methyl-(2-piperidin-1-yl-ethyl)-amine). Product: COC1=CC=C(C2=C1N=C(S2)NC(C2=CC(=NC=C2)N(CCN2CCCCC2)C)=O)N2CCOCC2 (N-(4-Methoxy-7-morpholin-4-yl-benzothiazol-2-yl)-2-[methyl-(2-piperidin-1-yl-ethyl)-amino]-isonicotinamide). As a reaction SMILES: Br[C:2]1[CH:3]=[C:4]([CH:25]=[CH:26][N:27]=1)[C:5]([NH:7][C:8]1[S:9][C:10]2[C:16]([N:17]3[CH2:22][CH2:21][O:20][CH2:19][CH2:18]3)=[CH:15][CH:14]=[C:13]([O:23][CH3:24])[C:11]=2[N:12]=1)=[O:6].C(=O)([O-])[O-].[Cs+].[Cs+].[CH3:34][NH:35][CH2:36][CH2:37][N:38]1[CH2:43][CH2:42][CH2:41][CH2:40][CH2:39]1>>[CH3:24][O:23][C:13]1[C:11]2[N:12]=[C:8]([NH:7][C:5](=[O:6])[C:4]3[CH:25]=[CH:26][N:27]=[C:2]([N:35]([CH3:34])[CH2:36][CH2:37][N:38]4[CH2:43][CH2:42][CH2:41][CH2:40][CH2:39]4)[CH:3]=3)[S:9][C:10]=2[C:16]([N:17]2[CH2:22][CH2:21][O:20][CH2:19][CH2:18]2)=[CH:15][CH:14]=1 |f:1.2.3|. Procedure: From 2-bromo-N-(4-methoxy-7-morpholin-4-yl-benzothiazol-2-yl)-isonicotinamide with cesium carbonate and methyl-(2-piperidin-1-yl-ethyl)-amine. ES-MS m/e (%): 511 (M+H+, 100). The reactants are C(C1=CC=CC=C1)OC=1C=C(C(=O)O)C=C(C1)O[C@H](COC)C (3-benzyloxy-5-((S)-2-methoxy-1-methylethoxy)-benzoic acid), C(C)OC(CSC1=CN=C(S1)N)=O ((2-amino-thiazol-5-ylsulfanyl)-acetic acid ethyl ester). Product: C(C)OC(CSC1=CN=C(S1)NC(C1=CC(=CC(=C1)O[C@H](COC)C)OCC1=CC=CC=C1)=O)=O ({2-[3-Benzyloxy-5-((S)-2-methoxy-1-methyl-ethoxy)-benzoylamino]-thiazol-5-ylsulfanyl}-acetic acid ethyl ester). RXN SMILES: [CH2:1]([O:8][C:9]1[CH:10]=[C:11]([CH:15]=[C:16]([O:18][C@@H:19]([CH3:23])[CH2:20][O:21][CH3:22])[CH:17]=1)[C:12]([OH:14])=O)[C:2]1[CH:7]=[CH:6][CH:5]=[CH:4][CH:3]=1.[CH2:24]([O:26][C:27](=[O:36])[CH2:28][S:29][C:30]1[S:34][C:33]([NH2:35])=[N:32][CH:31]=1)[CH3:25]>>[CH2:24]([O:26][C:27](=[O:36])[CH2:28][S:29][C:30]1[S:34][C:33]([NH:35][C:12](=[O:14])[C:11]2[CH:15]=[C:16]([O:18][C@@H:19]([CH3:23])[CH2:20][O:21][CH3:22])[CH:17]=[C:9]([O:8][CH2:1][C:2]3[CH:3]=[CH:4][CH:5]=[CH:6][CH:7]=3)[CH:10]=2)=[N:32][CH:31]=1)[CH3:25]. Reported procedure: The title compound was prepared from 3-benzyloxy-5-((S)-2-methoxy-1-methylethoxy)-benzoic acid and (2-amino-thiazol-5-ylsulfanyl)-acetic acid ethyl ester following general procedure A The reactants are C(C1=CC=CC=C1)(=O)C1=C(C(=O)O)C(=CC=C1)[N+](=O)[O-] (2-benzoyl-6-nitrobenzoic acid). Run in S(O)(O)(=O)=O (sulfuric acid). Yields the product [N+](=O)([O-])C1=CC=CC=2C(C3=CC=CC=C3C(C12)=O)=O (1-nitroanthraquinone). As a reaction SMILES: [C:1]([C:9]1[CH:17]=[CH:16][CH:15]=[C:14]([N+:18]([O-:20])=[O:19])[C:10]=1[C:11]([OH:13])=O)(=[O:8])[C:2]1[CH:7]=[CH:6][CH:5]=[CH:4][CH:3]=1>S(=O)(=O)(O)O>[N+:18]([C:14]1[C:10]2[C:11](=[O:13])[C:3]3[C:2](=[CH:7][CH:6]=[CH:5][CH:4]=3)[C:1](=[O:8])[C:9]=2[CH:17]=[CH:16][CH:15]=1)([O-:20])=[O:19]. Procedure details: cyclizing said 2-benzoyl-6-nitrobenzoic acid in concentrated sulfuric acid to form 1-nitroanthraquinone and recovering the same therefrom. The reactants are CN(\C=C/C(=O)C1=C(C(=C(OCCCOC2=C(C3=C(CCC(O3)C(=O)O)C=C2)CCC)C=C1)CCC)OC)C (7-[3-[4-[3-(Dimethylamino)-1-oxo-2Z-propenyl]-3-methoxy-2-propylphenoxy]propoxy]-3,4-dihydro-8-propyl-2H-1-benzopyran-2-carboxylic acid), O.NN (hydrazine hydrate), Cl.C(C)(=O)OCC (hydrochloric acid ethyl acetate). Solvent: CO (methanol). Yields the product COC=1C(=C(OCCCOC2=C(C3=C(CCC(O3)C(=O)O)C=C2)CCC)C=CC1C1=NNC=C1)CCC (3,4-Dihydro-7-[3-[3-methoxy-2-propyl-4-(1H-pyrazol-3-yl)phenoxy]propoxy]-8-propyl-2H-1-benzopyran-2-carboxylic acid). As a reaction SMILES: C[N:2](C)/[CH:3]=[CH:4]\[C:5]([C:7]1[CH:33]=[CH:32][C:10]([O:11][CH2:12][CH2:13][CH2:14][O:15][C:16]2[CH:28]=[CH:27][C:19]3[CH2:20][CH2:21][CH:22]([C:24]([OH:26])=[O:25])[O:23][C:18]=3[C:17]=2[CH2:29][CH2:30][CH3:31])=[C:9]([CH2:34][CH2:35][CH3:36])[C:8]=1[O:37][CH3:38])=O.O.[NH2:41]N.Cl.C(OCC)(=O)C>CO>[CH3:38][O:37][C:8]1[C:9]([CH2:34][CH2:35][CH3:36])=[C:10]([CH:32]=[CH:33][C:7]=1[C:5]1[CH:4]=[CH:3][NH:2][N:41]=1)[O:11][CH2:12][CH2:13][CH2:14][O:15][C:16]1[CH:28]=[CH:27][C:19]2[CH2:20][CH2:21][CH:22]([C:24]([OH:26])=[O:25])[O:23][C:18]=2[C:17]=1[CH2:29][CH2:30][CH3:31] |f:1.2,3.4|. Reported procedure: The crude compound from Example 5 was stirred in 4.0 ml of methanol/1.0 ml water with 0.1 ml hydrazine hydrate at reflux for 2.0 hours. The reaction mixture was poured into 1N hydrochloric acid/ethyl acetate, and the ethyl acetate layer was washed with brine, dried over sodium sulfate and concentrated under vacuum. Flash chromatography of the concentrate on silica gel using 5:1 to 2:1 hexane/ethyl acetate (1% acetic acid) as eluant gave the product, melting point 156°-158° C. Reactants: C(C1=CC=CC=C1)N1C[C@@H](CC1)N(C(OC(C)(C)C)=O)C1=NC(=CN=C1)Cl (tert-butyl [(3R)-1-benzyl-3-pyrrolidinyl](6-chloro-2-pyrazinyl)carbamate), C(C=C)(=O)OCC (ethyl acrylate), CC1=C(C=CC=C1)P(C1=C(C=CC=C1)C)C1=C(C=CC=C1)C (tris(2-methylphenyl)phosphine), C(C)(C)N(C(C)C)CC (N,N-diisopropylethylamine). Reagents/catalysts: C(C)(=O)[O-].[Pd+2].C(C)(=O)[O-] (palladium(II) acetate). Solvent: O (water), CN(C)C=O (DMF). Reaction conditions: temperature 150 celsius, time 3 day. Yields the product C(C1=CC=CC=C1)N1C[C@@H](CC1)N(C1=CN=CC(=N1)/C=C/C(=O)OCC)C(=O)OC(C)(C)C (ethyl (2E)-3-(6-{[(3R)-1-benzyl-3-pyrrolidinyl](tert-butoxycarbonyl)amino}-2-pyrazinyl)acrylate). As a reaction SMILES: [CH2:1]([N:8]1[CH2:12][CH2:11][C@@H:10]([N:13]([C:21]2[CH:26]=[N:25][CH:24]=[C:23](Cl)[N:22]=2)[C:14](=[O:20])[O:15][C:16]([CH3:19])([CH3:18])[CH3:17])[CH2:9]1)[C:2]1[CH:7]=[CH:6][CH:5]=[CH:4][CH:3]=1.[C:28]([O:32][CH2:33][CH3:34])(=[O:31])[CH:29]=[CH2:30].CC1C=CC=CC=1P(C1C=CC=CC=1C)C1C=CC=CC=1C.C(N(CC)C(C)C)(C)C>CN(C=O)C.C([O-])(=O)C.[Pd+2].C([O-])(=O)C.O>[CH2:1]([N:8]1[CH2:12][CH2:11][C@@H:10]([N:13]([C:14]([O:15][C:16]([CH3:19])([CH3:18])[CH3:17])=[O:20])[C:21]2[N:22]=[C:23](/[CH:30]=[CH:29]/[C:28]([O:32][CH2:33][CH3:34])=[O:31])[CH:24]=[N:25][CH:26]=2)[CH2:9]1)[C:2]1[CH:7]=[CH:6][CH:5]=[CH:4][CH:3]=1 |f:5.6.7|. Reported procedure: To a stirred solution of tert-butyl [(3R)-1-benzyl-3-pyrrolidinyl](6-chloro-2-pyrazinyl)carbamate (910 mg) in DMF (15 mL) was added ethyl acrylate (1.27 mL), palladium(II) acetate (26 mg), tris(2-methylphenyl)phosphine (107 mg), and N,N-diisopropylethylamine (1.22 mL). The mixture was stirred in the sealed tube at 150° C. for 3 days. The resulting mixture was allowed to cool to ambient temperature, poured into water, and extracted with ethyl acetate. The organic phase was washed with brine, drie... The reactants are c1ccc(OC(=O)C(C)(C)C)cc1 (substrate), c4(C)ccc(B3OB(c1ccc(C)cc1)OB(c2ccc(C)cc2)O3)cc4 (effective_coupling_partner). Reagents/catalysts: PCy3. Reaction conditions: temperature 110 celsius, time 12 hour. Product: c1ccccc1c2ccc(C)cc2. Reactants: CCOC(=O)C1=C(Br)C(OCC)=NS1=O, CC#N, N. Yields the product CCOC(=O)C1=C(N)C(OCC)=NS1=O. As a reaction SMILES: [CH2:1]([CH3:2])[O:3][C:4]1=[N:5][S:6](=[O:15])[C:7]([C:10](=[O:11])[O:12][CH2:13][CH3:14])=[C:8]1[Br:9].[CH3:17][C:18]#[N:19].[NH3:16]>>[CH2:1]([CH3:2])[O:3][C:4]1=[N:5][S:6](=[O:15])[C:7]([C:10](=[O:11])[O:12][CH2:13][CH3:14])=[C:8]1[NH2:16].